This data is from the Open Reaction Database (ORD), a public repository of structured organic reaction records. The task is: describe an organic reaction: reactants, conditions, products, and yield Starting materials: C(#N)C1=CC=C(C=N1)S(=O)(=O)N (6-Cyanopyridine-3-sulfonamide), CO (methanol), C([O-])(O)=O.[Na+] (sodium bicarbonate). Solvent: O (water), Cl (HCl). Reaction conditions: temperature 50 celsius, time 15 hour. Yields the product NS(=O)(=O)C=1C=CC(=NC1)C(=O)OC (Methyl 5-(aminosulfonyl)pyridine-2-carboxylate). Yield: 76.0%. RXN SMILES: [C:1]([C:3]1[N:8]=[CH:7][C:6]([S:9]([NH2:12])(=[O:11])=[O:10])=[CH:5][CH:4]=1)#N.[C:13](=O)(O)[O-:14].[Na+].C[OH:19]>Cl.O>[NH2:12][S:9]([C:6]1[CH:5]=[CH:4][C:3]([C:1]([O:14][CH3:13])=[O:19])=[N:8][CH:7]=1)(=[O:11])=[O:10] |f:1.2|. Procedure details: 6-Cyanopyridine-3-sulfonamide (10 g, 0.0545 mol) is dissolved in dry HCl in methanol (400 ml) at 25-26° C. under nitrogen atmosphere. Reaction mixture is heated to 50° C. and stirred for 15 h at 50° C. The reaction mixture is concentrated under vacuum and the residue obtained is diluted with water (100 ml) and basified with solid sodium bicarbonate to pH 6-7. The reaction mixture is stirred for 15 minutes and filtered. The resulting solid obtained is washed with water (50 ml) and dried under vac... Run in ClCCl (dichloromethane). Procedure: A solution of amine hydrochloride 1200-D (520 mg) in 40 mL of dichloromethane was treated with 20 mL of aqueous saturated sodium bicarbonate solution and stirred vigorously for 10 min at 0° C. Stirring was stopped and layers were allowed to separate. Phosgene (10 mL of 20% solution in toluene) was added to the organic layer (lower layer) in one portion. The mixture was vigorously stirred immediately after addition for 10 min at 0° C. and further stirred at room temp for 3 h. The mixture was dilu... As a reaction SMILES: [NH2:1][C:2]1([CH2:8][S:9]([N:12]([CH3:14])[CH3:13])(=[O:11])=[O:10])[CH2:7][CH2:6][CH2:5][CH2:4][CH2:3]1.[C:15](=O)(O)[O-:16].[Na+]>ClCCl>[N:1]([C:2]1([CH2:8][S:9]([N:12]([CH3:14])[CH3:13])(=[O:11])=[O:10])[CH2:3][CH2:4][CH2:5][CH2:6][CH2:7]1)=[C:15]=[O:16] |f:1.2|. Reactants: NC1(CCCCC1)CS(=O)(=O)N(C)C (C-(1-Amino-cyclohexyl)-N,N-dimethyl-methanesulfonamide), C([O-])(O)=O.[Na+] (sodium bicarbonate). Conditions: temperature 0 celsius, time 10 minute. Product: N(=C=O)C1(CCCCC1)CS(=O)(=O)N(C)C (C-(1-Isocyanato-cyclohexyl)-N,N-dimethyl-methanesulfonamide). Reactants: [OH-].[Na+] (sodium hydroxide), C(C=C)(=O)N (acrylamide), C(C=C)#N (acrylonitrile), C(C=C)(=O)O (acrylic acid). Solvent: O (water), O (water). Yields the product C(C=C)(=O)N.C(C=C)(=O)O.C(C=C)#N (Acrylamide Acrylic Acid Acrylonitrile). Reaction SMILES: [C:1]([NH2:5])(=[O:4])[CH:2]=[CH2:3].[C:6](#[N:9])[CH:7]=[CH2:8].[C:10]([OH:14])(=[O:13])[CH:11]=[CH2:12].[OH-].[Na+]>O>[C:1]([NH2:5])(=[O:4])[CH:2]=[CH2:3].[C:10]([OH:14])(=[O:13])[CH:11]=[CH2:12].[C:6](#[N:9])[CH:7]=[CH2:8] |f:3.4,6.7.8|. Procedure: A solution containing 36 grams acrylamide, 2 grams of acrylonitrile, and 2 grams of acrylic acid in 120 grams of water was neutralized to a pH of 8.1 with 5N sodium hydroxide solution. The solution was irradiated as in the preceding examples at an intensity of 10,000 rads per hour to a total dose of 5,000 rads to form a water-soluble gel of a terpolymer of the named monomers. Starting materials: CCc1ccc(N=C=O)cc1, C1CCOC1, CCN(C(C)C)C(C)C, Nc1ccc(Cc2cc(Cl)ncn2)cc1. The product is CCc1ccc(NC(=O)Nc2ccc(Cc3cc(Cl)ncn3)cc2)cc1. As a reaction SMILES: [CH2:25]([CH3:26])[c:27]1[cH:28][cH:29][c:30]([N:33]=[C:34]=[O:35])[cH:31][cH:32]1.[CH2:36]1[O:37][CH2:38][CH2:39][CH2:40]1.[CH:1]([N:2]([CH2:3][CH3:4])[CH:5]([CH3:6])[CH3:7])([CH3:8])[CH3:9].[Cl:10][c:11]1[cH:12][c:13]([CH2:17][c:18]2[cH:19][cH:20][c:21]([NH2:24])[cH:22][cH:23]2)[n:14][cH:15][n:16]1>>[Cl:10][c:11]1[cH:12][c:13]([CH2:17][c:18]2[cH:19][cH:20][c:21]([NH:24][C:34]([NH:33][c:30]3[cH:29][cH:28][c:27]([CH2:25][CH3:26])[cH:32][cH:31]3)=[O:35])[cH:22][cH:23]2)[n:14][cH:15][n:16]1. Starting materials: [Al+3], CC(C)(C)c1cc(C(=O)Cl)cc(C(C)(C)C)c1O, [Cl-], [Cl-], [Cl-], O=[N+]([O-])c1ccccc1, Oc1cccc(O)c1. The product is CC(C)(C)c1cc(C(=O)c2ccc(O)cc2O)cc(C(C)(C)C)c1O. RXN SMILES: [Al+3:28].[C:1]([CH3:2])([CH3:3])([CH3:4])[c:5]1[cH:6][c:7]([C:8](=[O:9])[Cl:10])[cH:11][c:12]([C:15]([CH3:16])([CH3:17])[CH3:18])[c:13]1[OH:14].[Cl-:27].[Cl-:29].[Cl-:30].[O-:31][N+:32]([c:33]1[cH:34][cH:35][cH:36][cH:37][cH:38]1)=[O:39].[OH:19][c:20]1[cH:21][cH:22][cH:23][c:24]([OH:25])[cH:26]1>>[C:1]([CH3:2])([CH3:3])([CH3:4])[c:5]1[cH:6][c:7]([C:8](=[O:9])[c:23]2[cH:22][cH:21][c:20]([OH:19])[cH:26][c:24]2[OH:25])[cH:11][c:12]([C:15]([CH3:16])([CH3:17])[CH3:18])[c:13]1[OH:14].